This data is from the Open Reaction Database (ORD), a public repository of structured organic reaction records. The task is: describe an organic reaction: reactants, conditions, products, and yield Starting materials: CC(C)(C)c1nc(CCl)cs1, CCOP(OCC)OCC. Yields the product CCOP(=O)(Cc1csc(C(C)(C)C)n1)OCC. Reaction SMILES: [C:1]([CH3:2])([CH3:3])([CH3:4])[c:5]1[s:6][cH:7][c:8]([CH2:10][Cl:11])[n:9]1.[P:12]([O:13][CH2:14][CH3:15])([O:16][CH2:17][CH3:18])[O:19][CH2:20][CH3:21]>>[C:1]([CH3:2])([CH3:3])([CH3:4])[c:5]1[s:6][cH:7][c:8]([CH2:10][P:12]([O:13][CH2:14][CH3:15])([O:16][CH2:17][CH3:18])=[O:19])[n:9]1. The reactants are CN(C)C=O, Fc1ccc(CCl)cc1, CCOC(=O)N1CCCC(Nc2nc3cc(F)c(F)cc3[nH]2)CC1, [Na+], [Na+], O=C([O-])[O-]. The product is CCOC(=O)N1CCCC(Nc2nc3cc(F)c(F)cc3n2Cc2ccc(F)cc2)CC1. RXN SMILES: [CH3:40][N:41]([CH3:42])[CH:43]=[O:44].[Cl:25][CH2:26][c:27]1[cH:28][cH:29][c:30]([F:33])[cH:31][cH:32]1.[F:1][c:2]1[cH:3][c:4]2[c:5]([nH:6][c:7]([NH:9][CH:10]3[CH2:11][CH2:12][N:13]([C:17](=[O:18])[O:19][CH2:20][CH3:21])[CH2:14][CH2:15][CH2:16]3)[n:8]2)[cH:22][c:23]1[F:24].[Na+:34].[Na+:35].[O-:36][C:37](=[O:38])[O-:39]>>[F:1][c:2]1[cH:3][c:4]2[c:5]([n:6]([CH2:26][c:27]3[cH:28][cH:29][c:30]([F:33])[cH:31][cH:32]3)[c:7]([NH:9][CH:10]3[CH2:11][CH2:12][N:13]([C:17](=[O:18])[O:19][CH2:20][CH3:21])[CH2:14][CH2:15][CH2:16]3)[n:8]2)[cH:22][c:23]1[F:24].